This data is from the Open Reaction Database (ORD), a public repository of structured organic reaction records. The task is: describe an organic reaction: reactants, conditions, products, and yield The solvent is C(C)(=O)OCC (Ethyl acetate). Conditions: temperature 110 celsius, time 16 hour. Procedure: A mixture of N′-acetyl-2-[(trans-4-{6-[(2′-cyanobiphenyl-4-yl)methyl]-5-oxo-7-propyl[1,2,4]triazolo[1,5-a]pyrimidin-4(5H)-yl}cyclohexyl)oxy]acetohydrazide (0.42 g), 4-methylbenzenesulfonyl chloride (0.16 g) and pyridine (5 mL) was stirred at 110° C. for 16 hr. 4-Methylbenzenesulfonyl chloride (0.083 g) was added, and the mixture was stirred at 110° C. for 8 hr. Ethyl acetate and 1 M hydrochloric acid were added to the reaction mixture, and the mixture was extracted with ethyl acetate. The organi... Starting materials: C(C)(=O)NNC(CO[C@@H]1CC[C@H](CC1)N1C=2N(C(=C(C1=O)CC1=CC=C(C=C1)C1=C(C=CC=C1)C#N)CCC)N=CN2)=O (N′-acetyl-2-[(trans-4-{6-[(2′-cyanobiphenyl-4-yl)methyl]-5-oxo-7-propyl[1,2,4]triazolo[1,5-a]pyrimidin-4(5H)-yl}cyclohexyl)oxy]acetohydrazide), CC1=CC=C(C=C1)S(=O)(=O)Cl (4-methylbenzenesulfonyl chloride), N1=CC=CC=C1 (pyridine), CC1=CC=C(C=C1)S(=O)(=O)Cl (4-Methylbenzenesulfonyl chloride), Cl (hydrochloric acid). RXN SMILES: [C:1]([NH:4][NH:5][C:6](=O)[CH2:7][O:8][C@H:9]1[CH2:14][CH2:13][C@H:12]([N:15]2[C:20](=[O:21])[C:19]([CH2:22][C:23]3[CH:28]=[CH:27][C:26]([C:29]4[CH:34]=[CH:33][CH:32]=[CH:31][C:30]=4[C:35]#[N:36])=[CH:25][CH:24]=3)=[C:18]([CH2:37][CH2:38][CH3:39])[N:17]3[N:40]=[CH:41][N:42]=[C:16]23)[CH2:11][CH2:10]1)(=[O:3])[CH3:2].CC1C=CC(S(Cl)(=O)=O)=CC=1.N1C=CC=CC=1.Cl>C(OCC)(=O)C>[CH3:2][C:1]1[O:3][C:6]([CH2:7][O:8][C@H:9]2[CH2:14][CH2:13][C@H:12]([N:15]3[C:20](=[O:21])[C:19]([CH2:22][C:23]4[CH:28]=[CH:27][C:26]([C:29]5[C:30]([C:35]#[N:36])=[CH:31][CH:32]=[CH:33][CH:34]=5)=[CH:25][CH:24]=4)=[C:18]([CH2:37][CH2:38][CH3:39])[N:17]4[N:40]=[CH:41][N:42]=[C:16]34)[CH2:11][CH2:10]2)=[N:5][N:4]=1. Yield: 59.0%. Product: CC1=NN=C(O1)CO[C@@H]1CC[C@H](CC1)N1C=2N(C(=C(C1=O)CC1=CC=C(C=C1)C=1C(=CC=CC1)C#N)CCC)N=CN2 (4′-[(4-{trans-4-[(5-methyl-1,3,4-oxadiazol-2-yl)methoxy]cyclohexyl}-5-oxo-7-propyl-4,5-dihydro[1,2,4]triazolo[1,5-a]pyrimidin-6-yl)methyl]biphenyl-2-carbonitrile). Reactants: Cl (hydrochloric acid), OO (hydrogen peroxide), peroxide, ON1C(CC(CC1(C)C)O)(C)C (1-oxyl-2,2,6,6-tetramethylpiperidin-4-ol), C(C)#N (acetonitrile). The reagents and catalysts are [Fe] (iron). Solvent: O (water), C1CCCCC1 (cyclohexane). Product: C1(CCCCC1)ON1C(CC(CC1(C)C)O)(C)C (1-Cyclohexyloxy-2,2,6,6-tetramethylpiperidin-4-ol). Isolated yield 75.0%. As a reaction SMILES: [OH:1][N:2]1[C:7]([CH3:9])([CH3:8])[CH2:6][CH:5]([OH:10])[CH2:4][C:3]1([CH3:12])[CH3:11].[C:13](#N)[CH3:14].Cl.OO>O.[Fe].C1CCCCC1>[CH:14]1([O:1][N:2]2[C:7]([CH3:8])([CH3:9])[CH2:6][CH:5]([OH:10])[CH2:4][C:3]2([CH3:12])[CH3:11])[CH2:13][CH2:5][CH2:4][CH2:3][CH2:11]1. Procedure: Nanosized activated iron powder in mineral oil (0.042 g) is rinsed successively with two 2 ml portions of cyclohexane. Most of the solvent is removed with a pipette. The iron is added to a mixture of 5.00 g (29.0 mmol) of 1-oxyl-2,2,6,6-tetramethylpiperidin-4-ol, 44 ml of acetonitrile, and 32 ml of cyclohexane that has been heated to 40 degrees. To this mixture is carefully added over several minutes a solution of 0.548 g of concentrated hydrochloric acid in 3 ml of water. The reaction temperatu... The reactants are C(C)=O (acetaldehyde), C1(C=2C(C(N1CCC=O)=O)=CC=CC2)=O (3-phthalimidopropionaldehyde). Run at temperature 22 celsius, time 48 hour. Yields the product C1(CCC(N1CCC=O)=O)=O (3-succinimidopropionaldehyde). As a reaction SMILES: C(=O)C.[C:4]1(=[O:18])[N:8]([CH2:9][CH2:10][CH:11]=[O:12])[C:7](=[O:13])[C:6]2=CC=CC=[C:5]12>>[C:4]1(=[O:18])[N:8]([CH2:9][CH2:10][CH:11]=[O:12])[C:7](=[O:13])[CH2:6][CH2:5]1. Procedure details: Scheme 1 describes in general a process encompassed by the present invention. As set forth in Scheme 1, a DERA aldolase catalyzes two sequential aldol condensation reactions between 3-phthalimidopropionaldehyde and 2 mol of acetaldehyde in the presence of other suitable solvents such as methyl tert-butyl ether (MTBE) and water to yield the protected desired amino-lactol (A). Suitable DERA aldolases include, but are not limited to, DERA 04, DERA 06, DERA 101, DERA 102, DERA 104, DERA 105, DERA 10... Starting materials: O (water), Cl.COC([C@@H](N)CC1=CC=CC=C1)=O (L-phenylalanine methyl ester hydrochloride), C([O-])([O-])=O.[Na+].[Na+] (sodium carbonate), di-tert-butoxydicarbonate. The solvent is CO (methanol), CO (methanol). Conditions: temperature 40 celsius, time 6 hour. Yields the product COC([C@@H](NC(=O)OC(C)(C)C)CC1=CC=CC=C1)=O (N-tert-butoxycarbonyl-L-phenylalanine methyl ester). Isolated yield 188.7%. RXN SMILES: O.Cl.[CH3:3][O:4][C:5](=[O:15])[C@H:6]([CH2:8][C:9]1[CH:14]=[CH:13][CH:12]=[CH:11][CH:10]=1)[NH2:7].[C:16](=[O:19])([O-])[O-:17].[Na+].[Na+]>CO>[CH3:3][O:4][C:5](=[O:15])[C@H:6]([CH2:8][C:9]1[CH:14]=[CH:13][CH:12]=[CH:11][CH:10]=1)[NH:7][C:16]([O:17][C:9]([CH3:14])([CH3:10])[CH3:8])=[O:19] |f:1.2,3.4.5|. Procedure: To a mixed solvent of methanol (50 ml) and water (100 ml) were added L-phenylalanine methyl ester hydrochloride (21.6 g), sodium carbonate (11.64 g), and a solution of di-tert-butoxydicarbonate (21.8 g) in methanol (100 ml). The resulting mixture was heated to 40° C., followed by stirring for 6 hours. The reaction mixture was concentrated to remove the methanol. The concentrate was extracted by adding ethyl acetate and water. The resulting ethyl acetate layer was washed with 0.1 N hydrochloric a... The reactants are CCCP1(=O)OP(=O)(OP(=O)(O1)CCC)CCC (1-propanephosphonic acid cyclic anhydride), CN (methanamine), C1CCOC1 (THF), NC1=C(C(=O)O)C=CC(=C1Br)F (2-amino-3-bromo-4-fluorobenzoic acid), CN (methanamine). Run in CCOC(=O)C (EtOAc), CCOC(=O)C (EtOAc). Run at time 30 minute. The product is NC1=C(C(=O)NC)C=CC(=C1Br)F (2-amino-3-bromo-4-fluoro-N-methylbenzamide). The yield is 78.0%. Reaction SMILES: [NH2:1][C:2]1[C:10]([Br:11])=[C:9]([F:12])[CH:8]=[CH:7][C:3]=1[C:4](O)=[O:5].[CH3:13][NH2:14].CCCP1(OP(CCC)(=O)OP(CCC)(=O)O1)=O.C1COCC1>CCOC(C)=O>[NH2:1][C:2]1[C:10]([Br:11])=[C:9]([F:12])[CH:8]=[CH:7][C:3]=1[C:4]([NH:14][CH3:13])=[O:5]. Reported procedure: To a slurry of 2-amino-3-bromo-4-fluorobenzoic acid (719; 0.690 g, 2.95 mmol) in 5 mL EtOAc was added methanamine (2.0 M in THF; Aldrich, St. Louis, Mo.; 5.90 mL, 11.79 mmol) to give a solution. 1-propanephosphonic acid cyclic anhydride 50 wt % in EtOAc (Matrix Scientific; 1.911 mL, 3.24 mmol) was added. The reaction became warm. The reaction was sealed and stirred rapidly at RT. After 30 min, additional methanamine 2.0 M in THF (Aldrich, St. Louis, Mo.; 5.90 mL, 11.79 mmol) was added. After 1 h...